This data is from the Open Reaction Database (ORD), a public repository of structured organic reaction records. The task is: describe an organic reaction: reactants, conditions, products, and yield The reactants are Br, CC(C(=O)Nc1ccc([N+](=O)[O-])cc1C(=O)c1ccccc1F)N(Cc1ccccc1)C(=O)[O-], ClCCl, CC(=O)O. Product: CC1N=C(c2ccccc2F)c2cc([N+](=O)[O-])ccc2NC1=O. Reaction SMILES: [BrH:38].[CH2:1]([c:6]1[cH:7][cH:9][cH:10][cH:11][cH:33]1)[N:8]([C:3](=[O:4])[O-:5])[CH:12]([CH3:13])[C:14]([NH:15][c:16]1[c:17]([C:25](=[O:2])[c:26]2[c:27]([F:32])[cH:28][cH:29][cH:30][cH:31]2)[cH:18][c:19]([N+:22](=[O:23])[O-:24])[cH:20][cH:21]1)=[O:34].[CH2:35]([Cl:36])[Cl:37].[CH3:39][C:40](=[O:41])[OH:42]>>[N:8]1=[C:25]([c:26]2[c:27]([F:32])[cH:28][cH:29][cH:30][cH:31]2)[c:17]2[c:16]([cH:21][cH:20][c:19]([N+:22](=[O:23])[O-:24])[cH:18]2)[NH:15][C:14](=[O:34])[CH:12]1[CH3:13]. Product: CCOC(=O)NCCc1cc2ccccc2cn1. Reaction SMILES: [Cl:14][C:15](=[O:16])[O:17][CH2:18][CH3:19].[Cl:20][CH2:21][Cl:22].[NH2:1][CH2:2][CH2:3][c:4]1[n:5][cH:6][c:7]2[cH:8][cH:9][cH:10][cH:11][c:12]2[cH:13]1>>[NH:1]([CH2:2][CH2:3][c:4]1[n:5][cH:6][c:7]2[cH:8][cH:9][cH:10][cH:11][c:12]2[cH:13]1)[C:15](=[O:16])[O:17][CH2:18][CH3:19]. Reactants: CCOC(=O)Cl, ClCCl, NCCc1cc2ccccc2cn1. Reactants: BrCCc1ccccc1, CN(C)C=O, [H-], [I-], [K+], [Na+], O=C1Nc2ccccc2Nc2cscc21. Product: O=C1c2cscc2Nc2ccccc2N1CCc1ccccc1. RXN SMILES: [CH2:18]([CH2:19][c:20]1[cH:21][cH:22][cH:23][cH:24][cH:25]1)[Br:26].[CH3:29][N:30]([CH3:31])[CH:32]=[O:33].[H-:16].[I-:28].[K+:27].[Na+:17].[cH:1]1[s:2][cH:3][c:4]2[c:10]1[C:9](=[O:11])[NH:8][c:7]1[c:6]([cH:15][cH:14][cH:13][cH:12]1)[NH:5]2>>[cH:1]1[s:2][cH:3][c:4]2[c:10]1[C:9](=[O:11])[N:8]([CH2:18][CH2:19][c:20]1[cH:21][cH:22][cH:23][cH:24][cH:25]1)[c:7]1[c:6]([cH:15][cH:14][cH:13][cH:12]1)[NH:5]2. Reactants: ClC1=CC(=C(CN2N=CC3=CC(=CC=C23)\C=C/2\C(N(C(S2)=O)[C@@H]2CNC[C@@H]2F)=O)C=C1)C(F)(F)F ((5Z)-5-({1-[4-Chloro-2-(trifluoromethyl)benzyl]-1H-indazol-5-yl}methylidene)-3-[(cis)-4-fluoropyrrolidin-3-yl]-1,3-thiazolidine-2,4-dione), CC(=O)C (acetone). Product: ClC1=CC(=C(CN2N=CC3=CC(=CC=C23)\C=C/2\C(N(C(S2)=O)[C@@H]2CN(C[C@@H]2F)C(C)C)=O)C=C1)C(F)(F)F ((5Z)-5-({1-[4-Chloro-2-(trifluoromethyl)benzyl]-1H-indazol-5-yl}methylidene)-3-[(3R,4S)-4-fluoro-1-(1-methylethyl)pyrrolidin-3-yl]-1,3-thiazolidine-2,4-dione). Reaction SMILES: [Cl:1][C:2]1[CH:31]=[CH:30][C:5]([CH2:6][N:7]2[C:15]3[C:10](=[CH:11][C:12](/[CH:16]=[C:17]4/[C:18](=[O:29])[N:19]([C@H:23]5[C@@H:27]([F:28])[CH2:26][NH:25][CH2:24]5)[C:20](=[O:22])[S:21]/4)=[CH:13][CH:14]=3)[CH:9]=[N:8]2)=[C:4]([C:32]([F:35])([F:34])[F:33])[CH:3]=1.[CH3:36][C:37]([CH3:39])=O>>[Cl:1][C:2]1[CH:31]=[CH:30][C:5]([CH2:6][N:7]2[C:15]3[C:10](=[CH:11][C:12](/[CH:16]=[C:17]4/[C:18](=[O:29])[N:19]([C@H:23]5[C@@H:27]([F:28])[CH2:26][N:25]([CH:37]([CH3:39])[CH3:36])[CH2:24]5)[C:20](=[O:22])[S:21]/4)=[CH:13][CH:14]=3)[CH:9]=[N:8]2)=[C:4]([C:32]([F:34])([F:35])[F:33])[CH:3]=1. Procedure: (5Z)-5-({1-[4-Chloro-2-(trifluoromethyl)benzyl]-1H-indazol-5-yl}methylidene)-3-[(3R,4S)-4-fluoro-1-(1-methylethyl)pyrrolidin-3-yl]-1,3-thiazolidine-2,4-dione was prepared from (5Z)-5-({1-[4-chloro-2-(trifluoromethyl)benzyl]-1H-indazol-5-yl}methylidene)-3-[(cis)-4-fluoropyrrolidin-3-yl]-1,3-thiazolidine-2,4-dione (Example 322) and acetone (in place of formaldehyde) following General Procedure R2. Solvent: N1=CC=CC=C1 (pyridine). RXN SMILES: [OH:1][C:2]1[CH:3]=[C:4]2[C:9](=[CH:10][CH:11]=1)[CH2:8][N:7]([C:12](=[O:20])[CH2:13][CH2:14][C:15]1[S:16][CH:17]=[CH:18][CH:19]=1)[CH2:6][CH2:5]2.[CH3:21][N:22]([CH3:26])[C:23](Cl)=[O:24]>N1C=CC=CC=1>[CH3:21][N:22]([CH3:26])[C:23]([O:1][C:2]1[CH:3]=[C:4]2[C:9](=[CH:10][CH:11]=1)[CH2:8][N:7]([C:12](=[O:20])[CH2:13][CH2:14][C:15]1[S:16][CH:17]=[CH:18][CH:19]=1)[CH2:6][CH2:5]2)=[O:24]. Reported procedure: To a solution of the product of Example 14 (1.5 g) in pyridine (10 mL) at 0° C. was added dropwise dimethyl carbamyl chloride (0.52 mL) and the resulting solution was heated at 70°-80° C. for 24 hours. The pyridine was removed and the reaction diluted with CH2Cl2, washed with water (3x), brine, dried (MgSO4), filtered and concentrated. Chromatography of the residue on silica gel (elution with 1% CH2OH/CH2Cl2) provided 1.29 g of the desired product. Starting materials: OC=1C=C2CCN(CC2=CC1)C(CCC=1SC=CC1)=O (1,2,3,4,-Tetrahydro-6-hydroxy-N-3-(2-thienyl)propionylisoquinoline), CN(C(=O)Cl)C (dimethyl carbamyl chloride). The product is CN(C(=O)OC=1C=C2CCN(CC2=CC1)C(CCC=1SC=CC1)=O)C (1,2,3,4-Tetrahydro-6((dimethylamino)carbonyl)oxy-2-N-(3-(2-thienyl)propionyl)isoquinoline). The reactants are C(C)NC([O-])=O.OC=1C(=CC=2C(C3C(CNC3)C2C1)C)Cl (N-ethylcarbamate 5-hydroxy-6-chloro-8-methyl-1,2,3,3a,8,8a-hexahydroindeno[1,2-c]pyrrole), FC=1C=C(CBr)C=CC1 (3-fluorobenzyl bromide). The product is C(C)NC([O-])=O.FC=1C=C(COC=2C(=CC=3C(C4C(CNC4)C3C2)C)Cl)C=CC1 (N-Ethylcarbamate 5-(3-Fluorobenzyloxy)-6-chloro-8-methyl-1,2,3,3a,8,8a-hexahydroindeno[1,2-c]pyrrole), crude product. Reaction SMILES: [CH2:1]([NH:3][C:4](=[O:6])[O-:5])[CH3:2].[OH:7][C:8]1[C:9]([Cl:21])=[CH:10][C:11]2[CH:12]([CH3:20])[CH:13]3[CH2:17][NH:16][CH2:15][CH:14]3[C:18]=2[CH:19]=1.[F:22][C:23]1[CH:24]=[C:25]([CH:28]=[CH:29][CH:30]=1)[CH2:26]Br>>[CH2:1]([NH:3][C:4](=[O:5])[O-:6])[CH3:2].[F:22][C:23]1[CH:24]=[C:25]([CH:28]=[CH:29][CH:30]=1)[CH2:26][O:7][C:8]1[C:9]([Cl:21])=[CH:10][C:11]2[CH:12]([CH3:20])[CH:13]3[CH2:17][NH:16][CH2:15][CH:14]3[C:18]=2[CH:19]=1 |f:0.1,3.4|. Procedure details: The subtitle compound was prepared by the method of Example 6, Step A utilizing N-ethylcarbamate-5-hydroxy-6-chloro-8-methyl-1,2,3,3a,8,8a-hexahydroindeno[1,2-c]pyrrole (from Example 5 Step A) and 3-fluorobenzyl bromide. The crude product was obtained without further purification. MS calculated for C22H23ClFNO3+H: 404, observed: 404.